From a dataset of the Open Reaction Database (ORD), a public repository of structured organic reaction records. describe an organic reaction: reactants, conditions, products, and yield Reaction SMILES: [CH:1]1([O:7][C:8]([O:10][CH2:11][CH2:12][O:13][C:14]([C:16]2[N:17]=[C:18]([C:47]([F:50])([F:49])[F:48])[N:19]3[CH2:24][CH2:23][N:22]([C:25](=[O:46])[CH2:26][C@H:27]([NH:38]C(OC(C)(C)C)=O)[CH2:28][C:29]4[CH:34]=[C:33]([F:35])[C:32]([F:36])=[CH:31][C:30]=4[F:37])[CH2:21][C:20]=23)=[O:15])=[O:9])[CH2:6][CH2:5][CH2:4][CH2:3][CH2:2]1.[ClH:51]>C(OCC)(=O)C>[ClH:51].[CH:1]1([O:7][C:8]([O:10][CH2:11][CH2:12][O:13][C:14]([C:16]2[N:17]=[C:18]([C:47]([F:48])([F:49])[F:50])[N:19]3[CH2:24][CH2:23][N:22]([C:25](=[O:46])[CH2:26][C@H:27]([NH2:38])[CH2:28][C:29]4[CH:34]=[C:33]([F:35])[C:32]([F:36])=[CH:31][C:30]=4[F:37])[CH2:21][C:20]=23)=[O:15])=[O:9])[CH2:2][CH2:3][CH2:4][CH2:5][CH2:6]1 |f:3.4|. Isolated yield 96.1%. Run in C(C)(=O)OCC (ethyl acetate), C(C)(=O)OCC (ethyl acetate). Starting materials: Cl (hydrochloric acid), C1(CCCCC1)OC(=O)OCCOC(=O)C=1N=C(N2C1CN(CC2)C(C[C@@H](CC2=C(C=C(C(=C2)F)F)F)NC(=O)OC(C)(C)C)=O)C(F)(F)F ((R)-7-[3-tert-butoxycarbonylamino-4-(2,4,5-trifluoro-phenyl)-butyryl]-3-trifluoromethyl-5,6,7,8-tetrahydro-imidazo[1,5-a]pyrazine-1-carboxylic acid (1-cyclohexyloxycarbonyloxy)-ethyl ester). Yields the product Cl.C1(CCCCC1)OC(=O)OCCOC(=O)C=1N=C(N2C1CN(CC2)C(C[C@@H](CC2=C(C=C(C(=C2)F)F)F)N)=O)C(F)(F)F ((R)-7-[3-amino-4-(2,4,5-trifluorophenyl)-butyryl]-3-trifluoromethyl-5,6,7,8-tetrahydro-imidazo[1,5-a]pyrazine-1-carboxylic acid (1-cyclohexyloxycarbonyloxy)-ethyl ester hydrochloride). Procedure details: (R)-7-[3-tert-Butoxycarbonylamino-4-(2,4,5-trifluoro-phenyl)-butyryl]-3-trifluoromethyl-5,6,7,8-tetrahydro-imidazo[1,5-a]pyrazine-1-carboxylic acid (1-cyclohexyloxycarbonyloxy)-ethyl ester 38a (0.25 g, 0.347 mmol) and 5 mL of ethyl acetate were added into the reaction flask. A solution of 6.5 N hydrochloric acid in 3 mL of ethyl acetate was added to the flask under stirring. The reaction mixture was stirred at room temperature overnight and monitored by thin layer chromatography until the disapp... The reactants are Cn1ccc2cc(OCc3ccccc3)ccc21, CCO, [H][H]. Yields the product Cn1ccc2cc(O)ccc21. RXN SMILES: [CH2:1]([c:2]1[cH:3][cH:4][cH:5][cH:6][cH:7]1)[O:8][c:9]1[cH:10][c:11]2[cH:12][cH:13][n:14]([CH3:18])[c:15]2[cH:16][cH:17]1.[CH3:21][CH2:22][OH:23].[H:19][H:20]>>[OH:8][c:9]1[cH:10][c:11]2[cH:12][cH:13][n:14]([CH3:18])[c:15]2[cH:16][cH:17]1. The reactants are Cl (hydrochloric acid), CN1CC=2N(C3=C(C1=O)N=CC=C3)C=NC2C(=O)OCC (ethyl 5,6-dihydro-5-methyl-6-oxo-4H-imidazo[1,5-a]pyrido[2,3-f][1,4]-diazepine-3-carboxylate), [OH-].[Na+] (sodium hydroxide), O (water). Solvent: C(C)O (ethyl alcohol). Run at time 1 hour. Yields the product CN1CC=2N(C3=C(C1=O)N=CC=C3)C=NC2C(=O)O (5,6-dihydro-5-methyl-6-oxo-4H-imidazo[1,5-a]pyrido[2,3-f][1,4]diazepine-3-carboxylic acid). RXN SMILES: [CH3:1][N:2]1[C:8](=[O:9])[C:7]2[N:10]=[CH:11][CH:12]=[CH:13][C:6]=2[N:5]2[CH:14]=[N:15][C:16]([C:17]([O:19]CC)=[O:18])=[C:4]2[CH2:3]1.[OH-].[Na+].O.Cl>C(O)C>[CH3:1][N:2]1[C:8](=[O:9])[C:7]2[N:10]=[CH:11][CH:12]=[CH:13][C:6]=2[N:5]2[CH:14]=[N:15][C:16]([C:17]([OH:19])=[O:18])=[C:4]2[CH2:3]1 |f:1.2|. Procedure: A mixture of 1.61 g (5.6 mmol) of ethyl 5,6-dihydro-5-methyl-6-oxo-4H-imidazo[1,5-a]pyrido[2,3-f][1,4]-diazepine-3-carboxylate, 0.33 g (8.2 mmol) of sodium hydroxide, 9 ml of water and 27 ml of ethyl alcohol is heated to boiling under reflux for 25 minutes. The mixture is treated with 8.2 ml of 1 N hydrochloric acid, the ethanol is removed by distillation, the residue is diluted with water and left to stand in an ice-bath for 1 hour. The precipitated material is filtered off under suction, washe...